From a dataset of the Open Reaction Database (ORD), a public repository of structured organic reaction records. describe an organic reaction: reactants, conditions, products, and yield Starting materials: CC(Cl)OC(=O)Cl, ClCCl, CC(CCO)C(O[N+](=O)[O-])C(C)O[N+](=O)[O-], c1ccncc1. Yields the product CC(Cl)OC(=O)OCCC(C)C(O[N+](=O)[O-])C(C)O[N+](=O)[O-]. As a reaction SMILES: [Cl:17][C:18](=[O:19])[O:20][CH:21]([CH3:22])[Cl:23].[Cl:30][CH2:31][Cl:32].[N+:1](=[O:2])([O:3][CH:4]([CH3:5])[CH:6]([CH:7]([CH2:8][CH2:9][OH:10])[CH3:11])[O:12][N+:13](=[O:14])[O-:15])[O-:16].[cH:24]1[cH:25][cH:26][n:27][cH:28][cH:29]1>>[N+:1](=[O:2])([O:3][CH:4]([CH3:5])[CH:6]([CH:7]([CH2:8][CH2:9][O:10][C:18](=[O:19])[O:20][CH:21]([CH3:22])[Cl:23])[CH3:11])[O:12][N+:13](=[O:14])[O-:15])[O-:16]. Reactants: BrC=1C=C(C(N(C1)C)=O)C (5-Bromo-1,3-dimethylpyridin-2-one), CS(=O)(=O)NC=1C=C(C=CC1)B(O)O ([3-(methanesulfonamido)phenyl]boronic acid). The product is CN1C=C(C=C(C1=O)C)C=1C=C(C=CC1)NS(=O)(=O)C (N-[3-(1,5-dimethyl-6-oxopyridin-3-yl)phenyl]methanesulfonamide). RXN SMILES: Br[C:2]1[CH:3]=[C:4]([CH3:10])[C:5](=[O:9])[N:6]([CH3:8])[CH:7]=1.[CH3:11][S:12]([NH:15][C:16]1[CH:17]=[C:18](B(O)O)[CH:19]=[CH:20][CH:21]=1)(=[O:14])=[O:13]>>[CH3:8][N:6]1[C:5](=[O:9])[C:4]([CH3:10])=[CH:3][C:2]([C:20]2[CH:21]=[C:16]([NH:15][S:12]([CH3:11])(=[O:13])=[O:14])[CH:17]=[CH:18][CH:19]=2)=[CH:7]1. Reported procedure: 5-Bromo-1,3-dimethylpyridin-2-one was treated with [3-(methanesulfonamido)phenyl]boronic acid in a manner similar to Example 94 to give the title compound as a white solid. 1H NMR (DMSO-d6, 400 MHz): 9.74 (s, 1H), 7.91 (d, J=2.4 Hz, 1H), 7.62 (s, 1H), 7.37 (t, J=7.6 Hz, 1H), 7.32 (s, 1H), 7.29 (d, J=7.6 Hz, 1H), 7.13 (d, J=7.6 Hz, 1H), 3.52 (s, 3H), 3.02 (s, 3H), 2.08 (s, 3H). LCMS (M+H)+ 293. Starting materials: COc1cccc(CCc2ccc(Br)cc2CI)c1C, CS(C)=O, CC(C)O, ClCCl, N#C[K]. Yields the product COc1cccc(CCc2ccc(Br)cc2CC#N)c1C. Reaction SMILES: [Br:1][c:2]1[cH:3][cH:4][c:5]([CH2:10][CH2:11][c:12]2[c:13]([CH3:20])[c:14]([O:18][CH3:19])[cH:15][cH:16][cH:17]2)[c:6]([CH2:8][I:9])[cH:7]1.[CH3:21][S:22]([CH3:23])=[O:24].[CH:31]([OH:32])([CH3:33])[CH3:34].[Cl:28][CH2:29][Cl:30].[K:25][C:26]#[N:27]>>[Br:1][c:2]1[cH:3][cH:4][c:5]([CH2:10][CH2:11][c:12]2[c:13]([CH3:20])[c:14]([O:18][CH3:19])[cH:15][cH:16][cH:17]2)[c:6]([CH2:8][C:26]#[N:27])[cH:7]1.